From a dataset of the Open Reaction Database (ORD), a public repository of structured organic reaction records. describe an organic reaction: reactants, conditions, products, and yield Starting materials: CCOC(=O)N1CCC(C#N)(NC(=O)C(CC2CCCCC2)NC(=O)C2CCN(C(=O)OC(C)(C)C)CC2)CC1, C1COCCO1, Cl. The product is CCOC(=O)N1CCC(C#N)(NC(=O)C(CC2CCCCC2)NC(=O)C2CCNCC2)CC1. RXN SMILES: [CH2:1]([CH3:2])[O:3][C:4](=[O:5])[N:6]1[CH2:7][CH2:8][C:9]([NH:12][C:13]([CH:14]([CH2:15][CH:16]2[CH2:17][CH2:18][CH2:19][CH2:20][CH2:21]2)[NH:22][C:23](=[O:24])[CH:25]2[CH2:26][CH2:27][N:28]([C:31]([O:32][C:33]([CH3:34])([CH3:35])[CH3:36])=[O:37])[CH2:29][CH2:30]2)=[O:38])([C:39]#[N:40])[CH2:10][CH2:11]1.[CH2:42]1[O:43][CH2:44][CH2:45][O:46][CH2:47]1.[ClH:41]>>[CH2:1]([CH3:2])[O:3][C:4](=[O:5])[N:6]1[CH2:7][CH2:8][C:9]([NH:12][C:13]([CH:14]([CH2:15][CH:16]2[CH2:17][CH2:18][CH2:19][CH2:20][CH2:21]2)[NH:22][C:23](=[O:24])[CH:25]2[CH2:26][CH2:27][NH:28][CH2:29][CH2:30]2)=[O:38])([C:39]#[N:40])[CH2:10][CH2:11]1. Reactants: [N+](=O)([O-])C=1C=C(C=O)C=CC1 (3-nitrobenzaldehyde), C(C)(=O)CC(C)=O (acetylacetone), C(C)(=O)O (acetic acid), C(C)OCC (diethyl ether). The reagents and catalysts are N1CCCCC1 (piperidine). Solvent: C1=CC=CC=C1 (benzene). Yields the product C(C)(=O)C(C(=O)C)=CC1=CC(=CC=C1)[N+](=O)[O-] (1-acetyl-1-(3-nitrobenzyliden)acetone). The yield is 53.5%. Reaction SMILES: [N+:1]([C:4]1[CH:5]=[C:6]([CH:9]=[CH:10][CH:11]=1)[CH:7]=O)([O-:3])=[O:2].[C:12]([CH2:15][C:16](=[O:18])[CH3:17])(=[O:14])[CH3:13].C(O)(=O)C.C(OCC)C>C1C=CC=CC=1.N1CCCCC1>[C:12]([C:15](=[CH:7][C:6]1[CH:9]=[CH:10][CH:11]=[C:4]([N+:1]([O-:3])=[O:2])[CH:5]=1)[C:16]([CH3:17])=[O:18])(=[O:14])[CH3:13]. Procedure details: A mixture of 3-nitrobenzaldehyde (20 g), acetylacetone (13.25 g), acetic acid (1.58 g), and piperidine (0.45 g) in benzene (20 ml) was refluxed for 1 hour under azeotropic dehydration. To the reaction mixture was added diethyl ether (100 ml). The mixture was washed with water (50 ml) and a saturated aqueous solution of sodium chloride (50 ml) successively, dried over magnesium sulfate, and evaporated in vacuo. The residual substance was recrystallized from ether to afford 1-acetyl-1-(3-nitrobenz... Reactants: C(CCCCCCCCCCCCCCC)(=O)OC(CC(=O)O)CCCCCCCCCCCCCCC (3-hexadecanoyloxyoctadecanoic acid), N[C@@H](CC1=CC=CC=C1)C(=O)O (L-phenylalanine). Yields the product C(CCCCCCCCCCCCCCC)(=O)OC(CC(=O)N[C@@H](CC1=CC=CC=C1)C(=O)O)CCCCCCCCCCCCCCC (N-(3-hexadecanoyloxyoctadecanoyl)-L-phenylalanine). Isolated yield 39.3%. RXN SMILES: [C:1]([O:18][CH:19]([CH2:24][CH2:25][CH2:26][CH2:27][CH2:28][CH2:29][CH2:30][CH2:31][CH2:32][CH2:33][CH2:34][CH2:35][CH2:36][CH2:37][CH3:38])[CH2:20][C:21]([OH:23])=O)(=[O:17])[CH2:2][CH2:3][CH2:4][CH2:5][CH2:6][CH2:7][CH2:8][CH2:9][CH2:10][CH2:11][CH2:12][CH2:13][CH2:14][CH2:15][CH3:16].[NH2:39][C@H:40]([C:48]([OH:50])=[O:49])[CH2:41][C:42]1[CH:47]=[CH:46][CH:45]=[CH:44][CH:43]=1>>[C:1]([O:18][CH:19]([CH2:24][CH2:25][CH2:26][CH2:27][CH2:28][CH2:29][CH2:30][CH2:31][CH2:32][CH2:33][CH2:34][CH2:35][CH2:36][CH2:37][CH3:38])[CH2:20][C:21]([NH:39][C@H:40]([C:48]([OH:50])=[O:49])[CH2:41][C:42]1[CH:47]=[CH:46][CH:45]=[CH:44][CH:43]=1)=[O:23])(=[O:17])[CH2:2][CH2:3][CH2:4][CH2:5][CH2:6][CH2:7][CH2:8][CH2:9][CH2:10][CH2:11][CH2:12][CH2:13][CH2:14][CH2:15][CH3:16]. Procedure details: Starting from 3-hexadecanoyloxyoctadecanoic acid (1 g) prepared by the method described in Preparation 2 and L-phenylalanine (1 g), N-(3-hexadecanoyloxyoctadecanoyl)-L-phenylalanine (500 mg) was obtained as powders according to a similar manner to that of Example 6. Starting materials: CCOC(=O)CCc1ccc(OCC)c(OCC)c1, CCO, CO, [Li+], [OH-], O, O. Yields the product CCOc1ccc(CCC(=O)O)cc1OCC. RXN SMILES: [CH2:1]([CH3:2])[O:3][C:4]([CH2:5][CH2:6][c:7]1[cH:8][c:9]([O:16][CH2:17][CH3:18])[c:10]([O:13][CH2:14][CH3:15])[cH:11][cH:12]1)=[O:19].[CH3:23][CH2:24][OH:25].[CH3:27][OH:28].[Li+:21].[OH-:20].[OH2:22].[OH2:26]>>[O:3]=[C:4]([CH2:5][CH2:6][c:7]1[cH:8][c:9]([O:16][CH2:17][CH3:18])[c:10]([O:13][CH2:14][CH3:15])[cH:11][cH:12]1)[OH:19]. Reactants: C(C1=CC=CC=C1)OC(=O)N1C[C@H](NCC1)C(=O)O ((S)-4-(benzyloxycarbonyl)piperazine-2-carboxylic acid), CC=1C=C(C=CC1)N(C(=O)Cl)C1=CC=CC=C1 (N-(3-methylphenyl)-N phenylcarbamoyl chloride), CCN(C(C)C)C(C)C (DIEA). Run in CN(C)C=O (DMF). Product: C(C1=CC=CC=C1)OC(=O)N1C[C@H](N(CC1)C(N(C1=CC=CC=C1)C1=CC(=CC=C1)C)=O)C(=O)O ((S)-4-(benzyloxycarbonyl)-1-[N-(3-methylphenyl)-N-phenylcarbamoyl]piperazine-2-carboxylic acid). The yield is 116.2%. Reaction SMILES: [CH2:1]([O:8][C:9]([N:11]1[CH2:16][CH2:15][NH:14][C@H:13]([C:17]([OH:19])=[O:18])[CH2:12]1)=[O:10])[C:2]1[CH:7]=[CH:6][CH:5]=[CH:4][CH:3]=1.[CH3:20][C:21]1[CH:22]=[C:23]([N:27]([C:31]2[CH:36]=[CH:35][CH:34]=[CH:33][CH:32]=2)[C:28](Cl)=[O:29])[CH:24]=[CH:25][CH:26]=1.CCN(C(C)C)C(C)C>CN(C=O)C>[CH2:1]([O:8][C:9]([N:11]1[CH2:16][CH2:15][N:14]([C:28](=[O:29])[N:27]([C:23]2[CH:24]=[CH:25][CH:26]=[C:21]([CH3:20])[CH:22]=2)[C:31]2[CH:32]=[CH:33][CH:34]=[CH:35][CH:36]=2)[C@H:13]([C:17]([OH:19])=[O:18])[CH2:12]1)=[O:10])[C:2]1[CH:7]=[CH:6][CH:5]=[CH:4][CH:3]=1. Reported procedure: A mixture of 264 mg (1 mmole) of (S)-4-(benzyloxycarbonyl)piperazine-2-carboxylic acid, 265 mg (1.1 mmole) of N-(3-methylphenyl)-N phenylcarbamoyl chloride. 390 mm (3 mmole) of DIEA in 5 mL of DMF was stirred for 16 hr at room temperature. The solution was concentrated in vacuo and the residure was taken up in 50 mL of CH2CL2 and washed with 2×25 mL of 1N HCl. Concentration in vacuo gave 0.55 g of an oil, which was carried on in Step C. The reactants are [Cl-].[NH4+] (ammonium chloride), C(CCC)[Li] (n-butyl lithium), CCCCCC (n-hexane), CC(C#C/C=C/CN(C)CC1=CC(=C(C=C1)F)Br)(C)C (trans-N-(6,6-Dimethyl-2-hepten-4-ynyl)-N-methyl-(3-bromo-4-fluorobenzyl)amine), O1CCCC1 (tetrahydrofuran). Run in CC(=O)C (acetone). Reaction conditions: temperature -78 celsius. The product is FC1=C(C=C(C=C1)CN(C)CC=CC#CC(C)(C)C)CC(C)O (2-Fluoro-5-{N-(6,6-dimethyl-2-hepten-4-ynyl)-N-methylaminomethyl}phenyl-2-propanol). Yield: 58.5%. As a reaction SMILES: [CH3:1][C:2]([CH3:20])([CH3:19])[C:3]#[C:4]/[CH:5]=[CH:6]/[CH2:7][N:8]([CH2:10][C:11]1[CH:16]=[CH:15][C:14]([F:17])=[C:13](Br)[CH:12]=1)[CH3:9].[CH2:21]([Li])[CH2:22][CH2:23]C.CCCCCC.[Cl-].[NH4+].[O:34]1CCCC1>CC(C)=O>[F:17][C:14]1[CH:15]=[CH:16][C:11]([CH2:10][N:8]([CH2:7][CH:6]=[CH:5][C:4]#[C:3][C:2]([CH3:20])([CH3:19])[CH3:1])[CH3:9])=[CH:12][C:13]=1[CH2:21][CH:22]([OH:34])[CH3:23] |f:3.4|. Procedure details: Compound 28 (1.00 g; 2.96 mmol) was dissolved in tetrahydrofuran (15 ml). While the solution was stirred at −78° C. under nitrogen atmosphere, n-butyl lithium in n-hexane (1.63 M: 1.8 ml; 2.97 mmol) was added dropwise. The mixture was stirred for 10 minutes, and acetone (2 ml) was added dropwise thereto. The mixture was gradually brought to room temperature, and saturated aqueous ammonium chloride solution was added dropwise thereto, followed by extraction with diethyl ether (100 ml). The organi... The reactants are C(C)(=O)O[C@@H](C(=O)O)[C@@H]1C(N(CCO1)C=1C=C2C=CC(NC2=CC1)=O)=O ((2R)-2-acetyloxy-2-[(2R)-3-oxo-4-(2-oxo-1H-quinolin-6-yl)morpholin-2-yl]acetic acid), NC1=CC2=C(C(=NO2)N2C(C3=CC=CC=C3C2=O)=O)C=C1 (6-amino-3-(1,3-dioxoisoindol-2-yl)-1,2-benzisoxazole). Yields the product O=C1N(C(C2=CC=CC=C12)=O)C1=NOC2=C1C=CC(=C2)NC([C@@H]([C@@H]2C(N(CCO2)C=2C=C1C=CC(NC1=CC2)=O)=O)OC(C)=O)=O ([(1R)-2-[[3-(1,3-dioxoisoindol-2-yl)-1,2-benzisoxazol-6-yl]amino]-2-oxo-1-[(2R)-3-oxo-4-(2-oxo-1H-quinolin-6-yl)morpholin-2-yl]ethyl]acetate). As a reaction SMILES: [C:1]([O:4][C@H:5]([C@H:9]1[O:14][CH2:13][CH2:12][N:11]([C:15]2[CH:16]=[C:17]3[C:22](=[CH:23][CH:24]=2)[NH:21][C:20](=[O:25])[CH:19]=[CH:18]3)[C:10]1=[O:26])[C:6](O)=[O:7])(=[O:3])[CH3:2].[NH2:27][C:28]1[CH:47]=[CH:46][C:31]2[C:32]([N:35]3[C:43](=[O:44])[C:42]4[C:37](=[CH:38][CH:39]=[CH:40][CH:41]=4)[C:36]3=[O:45])=[N:33][O:34][C:30]=2[CH:29]=1>>[O:45]=[C:36]1[C:37]2[C:42](=[CH:41][CH:40]=[CH:39][CH:38]=2)[C:43](=[O:44])[N:35]1[C:32]1[C:31]2[CH:46]=[CH:47][C:28]([NH:27][C:6](=[O:7])[C@H:5]([O:4][C:1](=[O:3])[CH3:2])[C@H:9]3[O:14][CH2:13][CH2:12][N:11]([C:15]4[CH:16]=[C:17]5[C:22](=[CH:23][CH:24]=4)[NH:21][C:20](=[O:25])[CH:19]=[CH:18]5)[C:10]3=[O:26])=[CH:29][C:30]=2[O:34][N:33]=1. Procedure: According to the Step 15-1 in the synthetic method for Example aa15, (2R)-2-acetyloxy-2-[(2R)-3-oxo-4-(2-oxo-1H-quinolin-6-yl)morpholin-2-yl]acetic acid (compound aa3-3) and 6-amino-3-(1,3-dioxoisoindol-2-yl)-1,2-benzisoxazole can be used to obtain [(1R)-2-[[3-(1,3-dioxoisoindol-2-yl)-1,2-benzisoxazol-6-yl]amino]-2-oxo-1-[(2R)-3-oxo-4-(2-oxo-1H-quinolin-6-yl)morpholin-2-yl]ethyl]acetate (compound ap1-1), then further treatment can be achieved according to the Step 15-2 to obtain the title compou... The product is O1CCOC12CCC(CC2)C2=CC=NC=C2 (4-(1,4-Dioxaspiro[4.5]decan-8-yl)pyridine). Reported procedure: 4-(1,4-Dioxaspiro[4.5]dec-7-en-8-yl)pyridine (3.5 g, 16.1 mmol, 1 eq) was dissolved in MeOH (80 ml) and degassed for 15 min with argon. Pd(OH)2 (1.75 g, 50%) was added, and hydrogenation was carried out for 3 h at RT under balloon pressure (H2). After monitoring by thin-layer chromatography, the reaction mixture was filtered off over Celite and the filtrate was concentrated under reduced pressure. Yield: 84% (3.0 g, 13.6 mmol). Reaction SMILES: [O:1]1[C:5]2([CH2:10][CH2:9][C:8]([C:11]3[CH:16]=[CH:15][N:14]=[CH:13][CH:12]=3)=[CH:7][CH2:6]2)[O:4][CH2:3][CH2:2]1>CO>[O:1]1[C:5]2([CH2:6][CH2:7][CH:8]([C:11]3[CH:12]=[CH:13][N:14]=[CH:15][CH:16]=3)[CH2:9][CH2:10]2)[O:4][CH2:3][CH2:2]1. The solvent is CO (MeOH). Yield: 84.0%. Conditions: time 3 hour. The reactants are O1CCOC12CC=C(CC2)C2=CC=NC=C2 (4-(1,4-Dioxaspiro[4.5]dec-7-en-8-yl)pyridine).